Dataset: the Open Reaction Database (ORD), a public repository of structured organic reaction records. Task: describe an organic reaction: reactants, conditions, products, and yield Reactants: CCN=C=NCCCN(C)C, CN(C)C=O, CN(C)c1ccncc1, O=C(O)C1CCN(C2CC2)CC1, ClCCl, Cl, CC(C)(C)c1cnc(CSc2cnc(N)s2)o1, O. The product is CC(C)(C)c1cnc(CSc2cnc(NC(=O)C3CCN(C4CC4)CC3)s2)o1. As a reaction SMILES: [CH3:2][N:3]([CH3:4])[CH2:5][CH2:6][CH2:7][N:8]=[C:9]=[N:10][CH2:11][CH3:12].[CH3:42][N:43]([CH3:44])[CH:45]=[O:46].[CH3:47][N:48]([CH3:49])[c:50]1[cH:51][cH:52][n:53][cH:54][cH:55]1.[CH:30]1([N:33]2[CH2:34][CH2:35][CH:36]([C:39](=[O:40])[OH:41])[CH2:37][CH2:38]2)[CH2:31][CH2:32]1.[Cl:57][CH2:58][Cl:59].[ClH:1].[NH2:13][c:14]1[s:15][c:16]([S:19][CH2:20][c:21]2[o:22][c:23]([C:26]([CH3:27])([CH3:28])[CH3:29])[cH:24][n:25]2)[cH:17][n:18]1.[OH2:56]>>[NH:13]([c:14]1[s:15][c:16]([S:19][CH2:20][c:21]2[o:22][c:23]([C:26]([CH3:27])([CH3:28])[CH3:29])[cH:24][n:25]2)[cH:17][n:18]1)[C:39]([CH:36]1[CH2:35][CH2:34][N:33]([CH:30]2[CH2:31][CH2:32]2)[CH2:38][CH2:37]1)=[O:40]. Reactants: C1CCOC1, CCOC(=O)c1nnccc1C, Cl, [Na+], [OH-], O. The product is Cc1ccnnc1C(=O)O. RXN SMILES: [CH2:17]1[O:18][CH2:19][CH2:20][CH2:21]1.[CH3:1][c:2]1[c:3]([C:8](=[O:9])[O:10][CH2:11][CH3:12])[n:4][n:5][cH:6][cH:7]1.[ClH:15].[Na+:14].[OH-:13].[OH2:16]>>[CH3:1][c:2]1[c:3]([C:8](=[O:9])[OH:10])[n:4][n:5][cH:6][cH:7]1. Starting materials: C1(=CC(=CC=C1)C1=NN2C(N=C(C(=C2N2CCC(CC2)(C)C)C(C(=O)OC)=O)C)=N1)C1=CC=CC=C1 (methyl 2-(2-([1,1′-biphenyl]-3-yl)-7-(4,4-dimethylpiperidin-1-yl)-5-methyl-[1,2,4]triazolo[1,5-a]pyrimidin-6-yl)-2-oxoacetate), CB1OC([C@@H]2N1CCC2)(C2=CC=CC=C2)C2=CC=CC=C2.C1(=CC=CC=C1)C ((R)-1-methyl-3,3-diphenylhexahydropyrrolo[1,2-c][1,3,2]oxazaborole toluene), C1CCOC1 (THF). Run in CCOC(=O)C (EtOAc), C(=O)([O-])[O-].[Na+].[Na+] (Na2CO3), C1(=CC=CC=C1)C (Toluene). Run at temperature -35 celsius, time 30 minute. The product is C1(=CC(=CC=C1)C1=NN2C(N=C(C(=C2N2CCC(CC2)(C)C)[C@@H](C(=O)OC)O)C)=N1)C1=CC=CC=C1 ((S)-methyl 2-(2-([1,1′-biphenyl]-3-yl)-7-(4,4-dimethylpiperidin-1-yl)-5-methyl-[1,2,4]triazolo[1,5-a]pyrimidin-6-yl)-2-hydroxyacetate). Isolated yield 91.3%. RXN SMILES: [C:1]1([C:31]2[CH:36]=[CH:35][CH:34]=[CH:33][CH:32]=2)[CH:6]=[CH:5][CH:4]=[C:3]([C:7]2[N:30]=[C:10]3[N:11]=[C:12]([CH3:29])[C:13]([C:23](=[O:28])[C:24]([O:26][CH3:27])=[O:25])=[C:14]([N:15]4[CH2:20][CH2:19][C:18]([CH3:22])([CH3:21])[CH2:17][CH2:16]4)[N:9]3[N:8]=2)[CH:2]=1.CB1N2CCC[C@@H]2C(C2C=CC=CC=2)(C2C=CC=CC=2)O1.C1(C)C=CC=CC=1.C1COCC1>C1(C)C=CC=CC=1.CCOC(C)=O.C([O-])([O-])=O.[Na+].[Na+]>[C:1]1([C:31]2[CH:32]=[CH:33][CH:34]=[CH:35][CH:36]=2)[CH:6]=[CH:5][CH:4]=[C:3]([C:7]2[N:30]=[C:10]3[N:11]=[C:12]([CH3:29])[C:13]([C@H:23]([OH:28])[C:24]([O:26][CH3:27])=[O:25])=[C:14]([N:15]4[CH2:16][CH2:17][C:18]([CH3:22])([CH3:21])[CH2:19][CH2:20]4)[N:9]3[N:8]=2)[CH:2]=1 |f:1.2,6.7.8|. Procedure details: To a stirred yellow solution of methyl 2-(2-([1,1′-biphenyl]-3-yl)-7-(4,4-dimethylpiperidin-1-yl)-5-methyl-[1,2,4]triazolo[1,5-a]pyrimidin-6-yl)-2-oxoacetate (61 mg, 0.126 mmol) in anhydrous Toluene (6 mL) was added 1.1M (R)-1-methyl-3,3-diphenylhexahydropyrrolo[1,2-c][1,3,2]oxazaborole/toluene (0.046 mL, 0.050 mmol). The mixture was cooled to −35° C. and a solution of 1M catechoborane/THF (0.177 mL, 0.177 mmol) was added over 10 min. After 30 min, the reaction mixture was slowly warmed to −15° ... Starting materials: [O-2].[Al+3].[O-2].[O-2].[Al+3] (aluminium oxide), B(Br)(Br)Br (boron tribromide), C(C)(=O)C=1C=C2C(=C(C3=CC(=CC1N23)OC)CC)C2=CC=C(C=C2)OC (4-acetyl-1-ethyl-6-methoxy-2-(4-methoxyphenyl)pyrrolo[2,1,5-cd]indolizine). Run in ClCCl (dichloromethane), ClCCl.CO (dichloromethane methanol), ClCCl (dichloromethane), ClCCl.CO (dichloromethane methanol). Run at time 1 hour. The product is C(C)(=O)C=1C=C2C(=C(C3=CC(=CC1N23)OC)CC)C2=CC=C(C=C2)O (4-Acetyl-1-ethyl-2-(4-hydroxyphenyl)-6-methoxypyrrolo[2,1,5-cd]indolizine). Yield: 56.5%. Reaction SMILES: [C:1]([C:4]1[CH:5]=[C:6]2[N:14]3[C:9](=[CH:10][C:11]([O:15][CH3:16])=[CH:12][C:13]=13)[C:8]([CH2:17][CH3:18])=[C:7]2[C:19]1[CH:24]=[CH:23][C:22]([O:25]C)=[CH:21][CH:20]=1)(=[O:3])[CH3:2].B(Br)(Br)Br.[O-2].[Al+3].[O-2].[O-2].[Al+3]>ClCCl.ClCCl.CO>[C:1]([C:4]1[CH:5]=[C:6]2[N:14]3[C:9](=[CH:10][C:11]([O:15][CH3:16])=[CH:12][C:13]=13)[C:8]([CH2:17][CH3:18])=[C:7]2[C:19]1[CH:20]=[CH:21][C:22]([OH:25])=[CH:23][CH:24]=1)(=[O:3])[CH3:2] |f:2.3.4.5.6,8.9|. Procedure: A solution of 4-acetyl-1-ethyl-6-methoxy-2-(4-methoxyphenyl)pyrrolo[2,1,5-cd]indolizine (0.3 g, 0.85 mmol) in 7 ml of dry dichloromethane was cooled to -65° C. and stirred in a nitrogen atmosphere while 1.2 ml of a 1 M boron tribromide solution in dichloromethane was added. Stirring was continued for one hour and the cooling source was removed. The reaction mixture was allowed to reach room temperature and then poured into a stirred medium of dichloromethane (100 ml) and a saturated sodium hydro... Starting materials: C(C)(C)NC(C)C (diisopropylamine), C(CCC)[Li] (n-butyllithium), C=O (paraformaldehyde), C(CCC)OC1=CC(=C(C(=O)O)C=C1)C (4-butoxy-2-methylbenzoic acid), [Li+].CC(C)[N-]C(C)C (LDA). Run in C1CCOC1 (THF), O (water), C1CCOC1 (THF). Reaction conditions: time 10 minute. Product: C(CCC)OC1=CC(=C(C(=O)O)C=C1)CCO (4-Butoxy-2-(2-hydroxyethyl)benzoic acid). RXN SMILES: [CH2:1]([O:5][C:6]1[CH:14]=[CH:13][C:9]([C:10]([OH:12])=[O:11])=[C:8]([CH3:15])[CH:7]=1)[CH2:2][CH2:3][CH3:4].[Li+].CC([N-]C(C)C)C.C(NC(C)C)(C)C.C([Li])CCC.[CH2:36]=[O:37]>C1COCC1.O>[CH2:1]([O:5][C:6]1[CH:14]=[CH:13][C:9]([C:10]([OH:12])=[O:11])=[C:8]([CH2:15][CH2:36][OH:37])[CH:7]=1)[CH2:2][CH2:3][CH3:4] |f:1.2|. Procedure: A solution of 4-butoxy-2-methylbenzoic acid (2.5 g) in THF (15 mL) was added dropwise to a solution of LDA (freshly prepared from diisopropylamine (4.86 g) and n-butyllithium (32 mL; 1.5 M in hexane)) in THF (50 mL) at −78° C. After 10 minutes, paraformaldehyde (1.44 g) was added, and the mixture was allowed slowly to warm to room temperature. After 4 hours, water (10 mL) was added, and the volatile organic constituents were removed in a rotary evaporator. The residue was partitioned between wat... Starting materials: O (water), [Cl-].[NH4+] (ammonium chloride), [C-]#N.[K+] (potassium cyanide), CC1(C=CC(CC1)=O)C (4,4-dimethyl-2-cyclohexen-1-one). As a reaction SMILES: [Cl-].[NH4+:2].[C-:3]#N.[K+].[CH3:6][C:7]1([CH3:14])[CH2:12][CH2:11][C:10](=[O:13])[CH:9]=[CH:8]1.O>CN(C)C=O>[CH3:6][C:7]1([CH3:14])[CH2:12][CH2:11][C:10](=[O:13])[CH2:9][CH:8]1[C:3]#[N:2] |f:0.1,2.3|. Run in CN(C=O)C (N,N-dimethylformamide). Product: CC1(C(CC(CC1)=O)C#N)C (2,2-dimethyl-5-oxocyclohexanecarbonitrile). Reaction conditions: temperature 70 celsius, time 2 hour. The yield is 66.2%. Reported procedure: Under a nitrogen atmosphere, an aqueous solution (10 ml) of ammonium chloride (2.37 g, 0.0443 mol) and an aqueous solution (20 ml) of potassium cyanide (3.15 g, 0.0483 mol) were added dropwise to a solution of 4,4-dimethyl-2-cyclohexen-1-one (5.0 g, 0.0403 mol) in N,N-dimethylformamide (30 ml) at room temperature, and the resulting mixture was heated to 70° C. After 2 hours, the reaction solution was poured into water and extracted with diethyl ether and then dichloromethane. The organic layer w... The reactants are C(C)(C)(C)[Li] (tert-Butyllithium), solution, O1CCC(CC1)=O (Tetrahydro-4H-pyran-4-one), CC=1N(N=C2C(=NC=3C=CC=CC3C21)N(C(=O)OC(C)(C)C)C(=O)OC(C)(C)C)CCC (di(tert-butyl) 1-methyl-2-propyl-2H-pyrazolo[3,4-c]quinolin-4-ylimidodicarbonate), [Cl-].[NH4+] (ammonium chloride). The solvent is CCCCC (pentane), O1CCCC1 (tetrahydrofuran). Run at temperature -78 celsius, time 30 minute. The product is NC1=NC=2C=CC=CC2C=2C1=NN(C2CC2(CCOCC2)O)CCC (4-[(4-amino-2-propyl-2H-pyrazolo[3,4-c]quinolin-1-yl)methyl]tetrahydro-2H-pyran-4-ol). The yield is 42.1%. As a reaction SMILES: [CH3:1][C:2]1[N:3]([CH2:30][CH2:31][CH3:32])[N:4]=[C:5]2[C:14]=1[C:13]1[CH:12]=[CH:11][CH:10]=[CH:9][C:8]=1[N:7]=[C:6]2[N:15](C(OC(C)(C)C)=O)C(OC(C)(C)C)=O.C([Li])(C)(C)C.[O:38]1[CH2:43][CH2:42][C:41](=[O:44])[CH2:40][CH2:39]1.[Cl-].[NH4+]>O1CCCC1.CCCCC>[NH2:15][C:6]1[C:5]2=[N:4][N:3]([CH2:30][CH2:31][CH3:32])[C:2]([CH2:1][C:41]3([OH:44])[CH2:42][CH2:43][O:38][CH2:39][CH2:40]3)=[C:14]2[C:13]2[CH:12]=[CH:11][CH:10]=[CH:9][C:8]=2[N:7]=1 |f:3.4|. Procedure details: A solution of di(tert-butyl) 1-methyl-2-propyl-2H-pyrazolo[3,4-c]quinolin-4-ylimidodicarbonate (1.32 g, 3.00 mmol) in anhydrous tetrahydrofuran (THF) (30 mL) was cooled to −78° C. under an argon atmosphere. tert-Butyllithium (4.4 mL of a 1.7 M solution in pentane) was added over a period of five minutes, and the resulting dark-colored solution was stirred at −78° C. for 30 minutes. Tetrahydro-4H-pyran-4-one (901 mg, 9.0 mmol) was added, and reaction mixture was stirred for 10 minutes. The −78° C... Reactants: CCO, COC(=O)c1ccc(N2CC=CCO2)c(Cl)c1, [Na+], [OH-], O. Product: O=C(O)c1ccc(N2CC=CCO2)c(Cl)c1. Reaction SMILES: [CH3:21][CH2:22][OH:23].[Cl:1][c:2]1[cH:3][c:4]([C:5](=[O:6])[O:7][CH3:8])[cH:9][cH:10][c:11]1[N:12]1[O:13][CH2:14][CH:15]=[CH:16][CH2:17]1.[Na+:19].[OH-:18].[OH2:20]>>[Cl:1][c:2]1[cH:3][c:4]([C:5](=[O:6])[OH:7])[cH:9][cH:10][c:11]1[N:12]1[O:13][CH2:14][CH:15]=[CH:16][CH2:17]1.